From a dataset of the Open Reaction Database (ORD), a public repository of structured organic reaction records. describe an organic reaction: reactants, conditions, products, and yield The reactants are C(CCC)[Li] (n-Butyllithium), CC1(OC2=C(O1)C=C1C(OC(O1)(C)C)=C2)C (2,2,6,6-Tetramethylbenzo[1,2-d:4,5-d']bis(1,3)dioxole), CC1(OC2=C(O1)C(=C1C(OC(O1)(C)C)=C2)C(=O)C2=C1C(OC(O1)(C)C)=CC1=C2OC(O1)(C)C)C (Bis(2,2,6,6-tetramethylbenzo-(1,2-d:4,5-d']bis(1,3)dioxole-4-yl)ketone). The solvent is C1CCOC1 (THF). Run at time 30 minute. Yields the product CC1(OC2=C(O1)C(=C1C(OC(O1)(C)C)=C2)C(O)(C2=C1C(OC(O1)(C)C)=CC1=C2OC(O1)(C)C)C1=C2C(OC(O2)(C)C)=CC2=C1OC(O2)(C)C)C (Tris(2,2,6,6-tetramethylbenzo[1,2-d:4,5-d']bis(1,3)dioxole-4-yl)methanol). RXN SMILES: [CH3:1][C:2]1([CH3:16])[O:6][C:5]2[CH:7]=[C:8]3[O:12][C:11]([CH3:14])([CH3:13])[O:10][C:9]3=[CH:15][C:4]=2[O:3]1.C([Li])CCC.[CH3:22][C:23]1([CH3:55])[O:27][C:26]2[C:28]([C:37]([C:39]3[C:49]4[O:50][C:51]([CH3:54])([CH3:53])[O:52][C:48]=4[CH:47]=[C:41]4[O:42][C:43]([CH3:46])([CH3:45])[O:44][C:40]=34)=[O:38])=[C:29]3[O:33][C:32]([CH3:35])([CH3:34])[O:31][C:30]3=[CH:36][C:25]=2[O:24]1>C1COCC1>[CH3:13][C:11]1([CH3:14])[O:10][C:9]2[C:15]([C:37]([C:28]3[C:26]4[O:27][C:23]([CH3:55])([CH3:22])[O:24][C:25]=4[CH:36]=[C:30]4[O:31][C:32]([CH3:35])([CH3:34])[O:33][C:29]=34)([C:39]3[C:49]4[O:50][C:51]([CH3:53])([CH3:54])[O:52][C:48]=4[CH:47]=[C:41]4[O:42][C:43]([CH3:45])([CH3:46])[O:44][C:40]=34)[OH:38])=[C:4]3[O:3][C:2]([CH3:16])([CH3:1])[O:6][C:5]3=[CH:7][C:8]=2[O:12]1. Reported procedure: 2,2,6,6-Tetramethylbenzo[1,2-d:4,5-d']bis(1,3)dioxole (8.80 g, 40.00 mmol, Example 5) was dissolved in THF (100 mL) and cooled to -20° C. n-Butyllithium (25.0 mL, 40.0 mmol, 1.6M) was added and the temperature was adjusted to ambient temperature over a period of 30 minutes and then recooled to -20° C. Bis(2,2,6,6-tetramethylbenzo-(1,2-d:4,5-d']bis(1,3)dioxole-4-yl)ketone (18.80 g, 39.83 mmol, Example 57) was added and the temperature was once more adjusted to room temperature and the mixture was...